Dataset: the Open Reaction Database (ORD), a public repository of structured organic reaction records. Task: describe an organic reaction: reactants, conditions, products, and yield The reactants are BrBr, CC(=O)O, CCCC(C)C(C)C(=O)c1ccccc1. The product is CCCC(C)C(C)(Br)C(=O)c1ccccc1. RXN SMILES: [Br:16][Br:17].[CH3:18][C:19](=[O:20])[OH:21].[CH3:1][CH2:2][CH2:3][CH:4]([CH3:5])[CH:6]([C:7](=[O:8])[c:9]1[cH:10][cH:11][cH:12][cH:13][cH:14]1)[CH3:15]>>[CH3:1][CH2:2][CH2:3][CH:4]([CH3:5])[C:6]([C:7](=[O:8])[c:9]1[cH:10][cH:11][cH:12][cH:13][cH:14]1)([CH3:15])[Br:16]. Starting materials: COCCOC, CCOC(C)=O, [Cl-], [Li+], [Na+], [Na+], O=C([O-])[O-], CC1CC(OS(=O)(=O)C(F)(F)F)=CCN1C(=O)Oc1ccccc1, OB(O)c1ccc2ccccc2c1. Product: CC1CC(c2ccc3ccccc3c2)=CCN1C(=O)Oc1ccccc1. Reaction SMILES: [CH2:46]([CH2:47][O:48][CH3:49])[O:50][CH3:51].[CH3:52][CH2:53][O:54][C:55](=[O:56])[CH3:57].[Cl-:39].[Li+:38].[Na+:40].[Na+:41].[O-:42][C:43](=[O:44])[O-:45].[O:14]([c:15]1[cH:16][cH:17][cH:18][cH:19][cH:20]1)[C:21](=[O:22])[N:23]1[CH:24]([CH3:37])[CH2:25][C:26]([O:29][S:30]([C:31]([F:32])([F:33])[F:34])(=[O:35])=[O:36])=[CH:27][CH2:28]1.[cH:1]1[c:2]([B:11]([OH:12])[OH:13])[cH:3][cH:4][c:5]2[cH:6][cH:7][cH:8][cH:9][c:10]12>>[cH:1]1[c:2]([C:26]2=[CH:27][CH2:28][N:23]([C:21]([O:14][c:15]3[cH:16][cH:17][cH:18][cH:19][cH:20]3)=[O:22])[CH:24]([CH3:37])[CH2:25]2)[cH:3][cH:4][c:5]2[cH:6][cH:7][cH:8][cH:9][c:10]12.